This data is from the Open Reaction Database (ORD), a public repository of structured organic reaction records. The task is: describe an organic reaction: reactants, conditions, products, and yield The reactants are C(C1=CC=CC=C1)NC(=O)C1=CC=C(C=C1)CCNCCC(=O)N(CCN(C(OCC1=CC=CC=C1)=O)CCC1=CC=C(C=2NC(SC21)=O)O)C2CCCCCC2 (Benzyl {2-[[N-(2-{4-[(benzylamino)carbonyl]phenyl}ethyl)-β-alanyl](cycloheptyl)amino]ethyl}[2-(4-hydroxy-2-oxo-2,3-dihydro-1,3-benzothiazol-7-yl)ethyl]carbamate), Br (Hydrobromic acid). The solvent is ClCCl (dichloromethane), C(C)(=O)O (acetic acid). Reaction conditions: temperature 0 celsius, time 2 hour. The product is C(C1=CC=CC=C1)NC(C1=CC=C(C=C1)CCNCCC(=O)N(CCNCCC1=CC=C(C=2NC(SC21)=O)O)C2CCCCCC2)=O (N-Benzyl-4-[2-({3-[cycloheptyl(2-{[2-(4-hydroxy-2-oxo-2,3-dihydro-1,3-benzothiazol-7-yl)ethyl]amino}ethyl)amino]-3-oxopropyl}amino)ethyl]benzamide). RXN SMILES: [CH2:1]([NH:8][C:9]([C:11]1[CH:16]=[CH:15][C:14]([CH2:17][CH2:18][NH:19][CH2:20][CH2:21][C:22]([N:24]([CH:51]2[CH2:57][CH2:56][CH2:55][CH2:54][CH2:53][CH2:52]2)[CH2:25][CH2:26][N:27]([CH2:38][CH2:39][C:40]2[C:48]3[S:47][C:46](=[O:49])[NH:45][C:44]=3[C:43]([OH:50])=[CH:42][CH:41]=2)C(=O)OCC2C=CC=CC=2)=[O:23])=[CH:13][CH:12]=1)=[O:10])[C:2]1[CH:7]=[CH:6][CH:5]=[CH:4][CH:3]=1.Br>ClCCl.C(O)(=O)C>[CH2:1]([NH:8][C:9](=[O:10])[C:11]1[CH:12]=[CH:13][C:14]([CH2:17][CH2:18][NH:19][CH2:20][CH2:21][C:22]([N:24]([CH:51]2[CH2:57][CH2:56][CH2:55][CH2:54][CH2:53][CH2:52]2)[CH2:25][CH2:26][NH:27][CH2:38][CH2:39][C:40]2[C:48]3[S:47][C:46](=[O:49])[NH:45][C:44]=3[C:43]([OH:50])=[CH:42][CH:41]=2)=[O:23])=[CH:15][CH:16]=1)[C:2]1[CH:7]=[CH:6][CH:5]=[CH:4][CH:3]=1. Procedure: The product from step iv) (0.106 g) was dissolved in dichloromethane (1.5 mL) and cooled to 0° C. Hydrobromic acid in acetic acid (33%, 0.6 mL) was added dropwise. The reaction mixture was stirred for 2 h then concentrated and azeotroped with toluene (×3) and methanol (×3). The crude material was purified by reverse phase HPLC (75-5% of 0.2% aqueous TFA in acetonitrile) to afford the product as a white solid (0.027 g).